Dataset: the Open Reaction Database (ORD), a public repository of structured organic reaction records. Task: describe an organic reaction: reactants, conditions, products, and yield Starting materials: C(CCC)C1=CC=C(C=C1)C#CC1=CC=C(CN(C2CCCC=3C=CC(=CC23)C(=O)OC)C(CCC2CCCC2)=O)C=C1 (methyl 8-[{4-[(4-butylphenyl)ethynyl]benzyl}(3-cyclopentylpropanoyl)amino]-5,6,7,8-tetrahydro-2-naphthalenecarboxylate), O[Li].O (LiOH.H2O), solid. The product is C(CCC)C1=CC=C(C=C1)C#CC1=CC=C(CN(C2CCCC=3C=CC(=CC23)C(=O)O)C(CCC2CCCC2)=O)C=C1 (8-[{4-[(4-butylphenyl)ethynyl]benzyl}(3-cyclopentylpropanoyl)amino]-5,6,7,8-tetrahydronaphthalene-2-carboxylic acid). Reaction SMILES: [CH2:1]([C:5]1[CH:10]=[CH:9][C:8]([C:11]#[C:12][C:13]2[CH:43]=[CH:42][C:16]([CH2:17][N:18]([C:33](=[O:41])[CH2:34][CH2:35][CH:36]3[CH2:40][CH2:39][CH2:38][CH2:37]3)[CH:19]3[C:28]4[CH:27]=[C:26]([C:29]([O:31]C)=[O:30])[CH:25]=[CH:24][C:23]=4[CH2:22][CH2:21][CH2:20]3)=[CH:15][CH:14]=2)=[CH:7][CH:6]=1)[CH2:2][CH2:3][CH3:4].O[Li].O>>[CH2:1]([C:5]1[CH:10]=[CH:9][C:8]([C:11]#[C:12][C:13]2[CH:43]=[CH:42][C:16]([CH2:17][N:18]([C:33](=[O:41])[CH2:34][CH2:35][CH:36]3[CH2:40][CH2:39][CH2:38][CH2:37]3)[CH:19]3[C:28]4[CH:27]=[C:26]([C:29]([OH:31])=[O:30])[CH:25]=[CH:24][C:23]=4[CH2:22][CH2:21][CH2:20]3)=[CH:15][CH:14]=2)=[CH:7][CH:6]=1)[CH2:2][CH2:3][CH3:4] |f:1.2|. Reported procedure: The titled compound was prepared following the procedure F using methyl 8-[{4-[(4-butylphenyl)ethynyl]benzyl}(3-cyclopentylpropanoyl)amino]-5,6,7,8-tetrahydro-2-naphthalenecarboxylate and LiOH.H2O, as a white solid (94%). 1H NMR (MeOD, 300 MHz) δ 7.80 (m, 1H), 7.71 (d, J=5.5 Hz. 1H), 7.47 (d, J=7.5 Hz, 1H), 7.38 (m, 3H), 7.18 (m, 5H), 5.94 (m, 0.5H), 5.30 (m, 0.5H), 4.80 (m, 1H), 4.63 (d, J=18.3 Hz, 0.5H), 4.21 (d, J=18.3 Hz, 0.5H), 2.81 (m, 2H), 2.62 (m, 2H), 2.45 (m, 1H), 2.27 (m, 1H), 2.10-1.... The reactants are C(C1=CC=CC=C1)C1=CC=C(C=C1)C(CCCCC(=O)OCC)Br (ethyl 6-(4-benzylphenyl)-6-bromo-hexanoate), [I-].[K+] (potassium iodide), CCCC1=C(C=CC(=C1O)C(=O)C)O (2,4-dihydroxy-3-propylacetophenone), C([O-])([O-])=O.[K+].[K+] (potassium carbonate). Run in CC(=O)C (acetone). Yields the product C(C)(=O)C1=C(C(=C(OC(CCCCC(=O)OCC)C2=CC=C(C=C2)CC2=CC=CC=C2)C=C1)CCC)O (ethyl 6-(4-acetyl-3-hydroxy-2-propylphenoxy)-6-(4-benzylphenyl)hexanoate). RXN SMILES: [CH2:1]([C:8]1[CH:13]=[CH:12][C:11]([CH:14](Br)[CH2:15][CH2:16][CH2:17][CH2:18][C:19]([O:21][CH2:22][CH3:23])=[O:20])=[CH:10][CH:9]=1)[C:2]1[CH:7]=[CH:6][CH:5]=[CH:4][CH:3]=1.[CH3:25][CH2:26][CH2:27][C:28]1[C:33]([OH:34])=[C:32]([C:35]([CH3:37])=[O:36])[CH:31]=[CH:30][C:29]=1[OH:38].C(=O)([O-])[O-].[K+].[K+].[I-].[K+]>CC(C)=O>[C:35]([C:32]1[CH:31]=[CH:30][C:29]([O:38][CH:14]([C:11]2[CH:12]=[CH:13][C:8]([CH2:1][C:2]3[CH:7]=[CH:6][CH:5]=[CH:4][CH:3]=3)=[CH:9][CH:10]=2)[CH2:15][CH2:16][CH2:17][CH2:18][C:19]([O:21][CH2:22][CH3:23])=[O:20])=[C:28]([CH2:27][CH2:26][CH3:25])[C:33]=1[OH:34])(=[O:36])[CH3:37] |f:2.3.4,5.6|. Procedure details: A solution of 9.75 g. of ethyl 6-(4-benzylphenyl)-6-bromo-hexanoate, 5.03 g. of 2,4-dihydroxy-3-propylacetophenone, 3.57 g. of potassium carbonate, and 1.0 g. of potassium iodide in 175 ml. of acetone was heated to reflux for about 86 hours. The reaction was evaporated in vacuo and the residue was purified by chromatography over silica gel eluting with a 0-20% ethyl acetate gradient in hexane. The appropriate fractions were pooled and evaporated, giving 2.5 g. of the desired product which was us... The reactants are C(C1=CC=CC=C1)OC(=O)NC1=CC=C(C=C1)C=1N=CC(NC1)=O (5-(4-benzyloxycarbonylaminophenyl)-2(1H)-pyrazinone), Br (hydrogen bromide). Solvent: C(C)(=O)O (acetic acid). The product is Br.NC1=CC=C(C=C1)C=1N=CC(NC1)=O (5-(4-aminophenyl)-2(1H)-pyrazinone hydrobromide). As a reaction SMILES: C(OC([NH:11][C:12]1[CH:17]=[CH:16][C:15]([C:18]2[N:19]=[CH:20][C:21](=[O:24])[NH:22][CH:23]=2)=[CH:14][CH:13]=1)=O)C1C=CC=CC=1.[BrH:25]>C(O)(=O)C>[BrH:25].[NH2:11][C:12]1[CH:13]=[CH:14][C:15]([C:18]2[N:19]=[CH:20][C:21](=[O:24])[NH:22][CH:23]=2)=[CH:16][CH:17]=1 |f:3.4|. Procedure details: A solution of 5-(4-benzyloxycarbonylaminophenyl)-2(1H)-pyrazinone (1.1 g) in 15% w/v hydrogen bromide in acetic acid solution (30 ml) was refluxed for 30 min. The yellow precipitate which formed was filtered off and it was washed with a little 1-propanol and then recrystallised from ethanol-water containing 2 drops of concentrated hydrobromic acid to give 5-(4-aminophenyl)-2(1H)-pyrazinone hydrobromide (1.03 m.p. >300° C.). Reactants: Cc1ccsc1-c1cc(N2CCN(C)CC2)ccc1[N+](=O)[O-], CO. Yields the product Cc1ccsc1-c1cc(N2CCN(C)CC2)ccc1N. RXN SMILES: [CH3:1][N:2]1[CH2:3][CH2:4][N:5]([c:8]2[cH:9][c:10](-[c:17]3[s:18][cH:19][cH:20][c:21]3[CH3:22])[c:11]([N+:14]([O-:15])=[O:16])[cH:12][cH:13]2)[CH2:6][CH2:7]1.[CH3:23][OH:24]>>[CH3:1][N:2]1[CH2:3][CH2:4][N:5]([c:8]2[cH:9][c:10](-[c:17]3[s:18][cH:19][cH:20][c:21]3[CH3:22])[c:11]([NH2:14])[cH:12][cH:13]2)[CH2:6][CH2:7]1. Starting materials: N1=C(C=CC=C1C)C (2,6-lutidine), FC(S(=O)(=O)O[Si](C)(C)C)(F)F (trimethylsilyl trifluoromethanesulfonate), [Si](C1=CC=CC=C1)(C1=CC=CC=C1)(C(C)(C)C)O[C@H]1C[C@H]2CC[C@H]3[C@@H]4CCC([C@@]4(C)[C@H](C[C@@H]3[C@]2(CC1)C)O)=O (3α-tert-butyldiphenylsilyloxy-12α-hydroxy-5β-androstan-17-one). Run in CCOCC (ether), CCOCC (ether). Conditions: time 15 minute. Product: [Si](C1=CC=CC=C1)(C1=CC=CC=C1)(C(C)(C)C)O[C@H]1C[C@H]2CC[C@H]3[C@@H]4CCC([C@@]4(C)[C@H](C[C@@H]3[C@]2(CC1)C)O[Si](C)(C)C)=O (3α-tert-butyldiphenylsilyloxy-12α-trimethylsilyloxy-5β-androstan-17-one). Reaction SMILES: [Si:1]([O:18][C@@H:19]1[CH2:36][CH2:35][C@@:34]2([CH3:37])[C@H:21]([CH2:22][CH2:23][C@@H:24]3[C@@H:33]2[CH2:32][C@H:31]([OH:38])[C@@:29]2([CH3:30])[C@H:25]3[CH2:26][CH2:27][C:28]2=[O:39])[CH2:20]1)([C:14]([CH3:17])([CH3:16])[CH3:15])([C:8]1[CH:13]=[CH:12][CH:11]=[CH:10][CH:9]=1)[C:2]1[CH:7]=[CH:6][CH:5]=[CH:4][CH:3]=1.N1C(C)=CC=CC=1C.FC(F)(F)S(O[Si:54]([CH3:57])([CH3:56])[CH3:55])(=O)=O>CCOCC>[Si:1]([O:18][C@@H:19]1[CH2:36][CH2:35][C@@:34]2([CH3:37])[C@H:21]([CH2:22][CH2:23][C@@H:24]3[C@@H:33]2[CH2:32][C@H:31]([O:38][Si:54]([CH3:57])([CH3:56])[CH3:55])[C@@:29]2([CH3:30])[C@H:25]3[CH2:26][CH2:27][C:28]2=[O:39])[CH2:20]1)([C:14]([CH3:16])([CH3:17])[CH3:15])([C:8]1[CH:9]=[CH:10][CH:11]=[CH:12][CH:13]=1)[C:2]1[CH:3]=[CH:4][CH:5]=[CH:6][CH:7]=1. Procedure: A solution of 3α-tert-butyldiphenylsilyloxy-12α-hydroxy-5β-androstan-17-one (14.6 g) in ether (75 ml) is cooled to 0° C. and 2,6-lutidine (4.2 ml), trimethylsilyl trifluoromethanesulfonate (4.6 ml) are added and the mixture allowed to warm to room temperature, stirred for about 15 minutes, then diluted with ether. The organic solution was washed with dilute aqueous sodium bicarbonate, water and brine, then dried over magnesium sulfate, filtered, concentrated in vacuo, and the crude product purif... Reactants: CC(C)(C)OC(=O)N1CCCC1C(=O)O (Boc-Pro-OH), Cc1ccnc(Br)c1 (2-bromo,4-methylpyridine). The reagents and catalysts are [Cs+].[Cs+].[O-]C([O-])=O (CsCO3), CC(C)(C)C1=CC(=NC=C1)C2=NC=CC(=C2)C(C)(C)C (4,4-di-tert-butyl-2,2-bipyridyl), COCCOC.Cl[Ni]Cl (NiCl2-glyme), CC(C)(C)C1=CC2=N(->[Ir+]34(<-N5=CC(C(F)(F)F)=CC=C5C5=C(F)C=C(F)C=C53)(<-N3=CC(C(F)(F)F)=CC=C3C3=C(F)C=C(F)C=C34)<-N3=C2C=C(C(C)(C)C)C=C3)C=C1.F[P-](F)(F)(F)(F)F (Ir[dF(CF3)ppy]2(dtbbpy)PF6). Run in CN(C)C=O (DMF). Conditions: temperature 23 celsius, time 72 hour. The product is Cc1ccnc(C2CCCN2C(=O)OC(C)(C)C)c1. Yield: 67.0%. Procedure: Prior to irradiation, the reaction mixture was degassed by bubbling argon for 20 minutes Reactants: C1CCOC1, CO, COc1ccc2ncc(F)c(CCN3CC(=NO)C(CNC(=O)OCc4ccccc4)C3)c2n1. Yields the product COc1ccc2ncc(F)c(CCN3CC(=NO)C(CN)C3)c2n1. Reaction SMILES: [CH2:37]1[O:38][CH2:39][CH2:40][CH2:41]1.[CH3:35][OH:36].[F:1][c:2]1[cH:3][n:4][c:5]2[cH:6][cH:7][c:8]([O:33][CH3:34])[n:9][c:10]2[c:11]1[CH2:12][CH2:13][N:14]1[CH2:15][CH:16]([CH2:21][NH:22][C:23](=[O:24])[O:25][CH2:26][c:27]2[cH:28][cH:29][cH:30][cH:31][cH:32]2)[C:17](=[N:19][OH:20])[CH2:18]1>>[F:1][c:2]1[cH:3][n:4][c:5]2[cH:6][cH:7][c:8]([O:33][CH3:34])[n:9][c:10]2[c:11]1[CH2:12][CH2:13][N:14]1[CH2:15][CH:16]([CH2:21][NH2:22])[C:17](=[N:19][OH:20])[CH2:18]1. The reactants are ClC1=CC(=C(N=N1)OC)C(CC)O (1-(6-Chloro-3-methoxy-pyridazin-4-yl)-propan-1-ol). The reagents and catalysts are [O-2].[O-2].[Mn+4] (manganese dioxide). The solvent is O1CCCC1 (tetrahydrofuran). Run at time 24 hour. Product: ClC1=CC(=C(N=N1)OC)C(CC)=O (1-(6-Chloro-3-methoxy-pyridazin-4-yl)-propan-1-one). Reaction SMILES: [Cl:1][C:2]1[N:7]=[N:6][C:5]([O:8][CH3:9])=[C:4]([CH:10]([OH:13])[CH2:11][CH3:12])[CH:3]=1>O1CCCC1.[O-2].[O-2].[Mn+4]>[Cl:1][C:2]1[N:7]=[N:6][C:5]([O:8][CH3:9])=[C:4]([C:10](=[O:13])[CH2:11][CH3:12])[CH:3]=1 |f:2.3.4|. Procedure: 12.25 g 1-(6-Chloro-3-methoxy-pyridazin-4-yl)-propan-1-ol is dissolved in 410 ml tetrahydrofuran and 105 g of manganese dioxide is added. The reaction is stirred for 24 h at RT. Solids are removed by filtration, and the solution is treated with a further 105 g of manganese dioxide for 16 h at RT. Solids are removed by filtration, and the solvent is removed under reduced pressure. The product is purified by silica gel chromatography, eluting with a gradient of ethyl acetate in heptane. Yield 3.25...